describe an organic reaction: reactants, conditions, products, and yield From a dataset of the Open Reaction Database (ORD), a public repository of structured organic reaction records. Starting materials: Cl (HCl), C(C=C)(=O)OC (Methyl acrylate), C(CS)(=O)OC (Methyl thioglycolate), N1CCCCC1 (piperidine), N1CCCCC1 (Piperidine), N#N (N2), C(C=C)(=O)[O-] (acrylate). Solvent: C(C)(C)(C)OC (Tert-butylmethylether). Reaction conditions: temperature 45 celsius, time 30 minute. Product: COC(CSCCC(=O)OC)=O (Dimethyl-3-thiaadipate). As a reaction SMILES: [C:1]([O:5][CH3:6])(=[O:4])[CH2:2][SH:3].N1CCCCC1.N#N.[C:15]([O:19][CH3:20])(=[O:18])[CH:16]=[CH2:17].C([O-])(=O)C=C.Cl>C(OC)(C)(C)C>[CH3:6][O:5][C:1](=[O:4])[CH2:2][S:3][CH2:17][CH2:16][C:15]([O:19][CH3:20])=[O:18]. Reported procedure: Methyl thioglycolate (292 g, 2.61 mol) and piperidine (4.43 g, 0.052 mol) were charged to an inerted jacketed reactor equipped with an addition funnel, mechanical stirrer, N2 line and thermocouple thermometer. Methyl acrylate (250 g, 2.87 mol) was then added slowly over a period of 30 min keeping the temperature at approximately 45° C. Upon complete addition, the mixture was stirred at 45° C. for 30 min Piperidine (17.9 g, 210 mmol) was added and stirring at 45° C. continued for 30 min (in order... Reactants: BrC=1C=CC2=C(C1)C1(CCCCC1)OC(N2)=O (6-bromo-spiro[4H-3,1-benzoxazine-4,1′-cyclohexane]-2(1H)-one), ClC=1C=C(C=CC1)B(O)O (3-chlorophenyl boronic acid). Yields the product ClC=1C=C(C=CC1)C=1C=CC2=C(C1)C1(CCCCC1)OC(N2)=O (6-(3-Chlorophenyl)-spiro[4H-3,1-benzoxazine-4,1′-cyclohexane]-2-(1H)-one). As a reaction SMILES: Br[C:2]1[CH:3]=[CH:4][C:5]2[NH:16][C:15](=[O:17])[O:14][C:8]3([CH2:13][CH2:12][CH2:11][CH2:10][CH2:9]3)[C:6]=2[CH:7]=1.[Cl:18][C:19]1[CH:20]=[C:21](B(O)O)[CH:22]=[CH:23][CH:24]=1>>[Cl:18][C:19]1[CH:24]=[C:23]([C:2]2[CH:3]=[CH:4][C:5]3[NH:16][C:15](=[O:17])[O:14][C:8]4([CH2:13][CH2:12][CH2:11][CH2:10][CH2:9]4)[C:6]=3[CH:7]=2)[CH:22]=[CH:21][CH:20]=1. Procedure: Prepared according to Procedure A from 6-bromo-spiro[4H-3,1-benzoxazine-4,1′-cyclohexane]-2(1H)-one and 3-chlorophenyl boronic acid. Off-white solid: mp 165-168° C. 1H-NMR (DMSO-d6) δ 10.25 (s, 1H), 7.74 (t, 1H, J=1.9 Hz), 7.50-7.67 (m, 3H), 7.42-7.49 (m, 1H), 7.35-7.38 (m, 1H), 6.93-6.95 (d, 1H, J=4.2 Hz), 1.91-1.98 (m, 4H), 1.64-1.76 (m, 3H), 1.60 (m, 2H), 1.29-1.39 (m, 1H); MS (APCI) m/z 328 ([M+H]+, 80%). Starting materials: C(=O)C1=CC=C(C=C1)N1CCN(CC1)C(=O)OC(C)(C)C (tert-butyl 4-(4-formylphenyl)piperazine-1-carboxylate), C(=O)([O-])[O-].[K+].[K+] (K2CO3), Cl.NO (hydroxylamine hydrochloride). Solvent: CCO (EtOH), O (water). Reaction conditions: time 8 hour. Yields the product O\N=C\C1=CC=C(C=C1)N1CCN(CC1)C(=O)OC(C)(C)C (tert-butyl 4-{4-[(E)-(hydroxyimino)methyl]phenyl}piperazine-1-carboxylate). RXN SMILES: [CH:1]([C:3]1[CH:8]=[CH:7][C:6]([N:9]2[CH2:14][CH2:13][N:12]([C:15]([O:17][C:18]([CH3:21])([CH3:20])[CH3:19])=[O:16])[CH2:11][CH2:10]2)=[CH:5][CH:4]=1)=O.C([O-])([O-])=O.[K+].[K+].Cl.[NH2:29][OH:30]>CCO.O>[OH:30]/[N:29]=[CH:1]/[C:3]1[CH:8]=[CH:7][C:6]([N:9]2[CH2:14][CH2:13][N:12]([C:15]([O:17][C:18]([CH3:21])([CH3:20])[CH3:19])=[O:16])[CH2:11][CH2:10]2)=[CH:5][CH:4]=1 |f:1.2.3,4.5|. Procedure details: To a suspension of tert-butyl 4-(4-formylphenyl)piperazine-1-carboxylate (3.89 g, 13.41 mmol, prepared as described in Example 10) and K2CO3 (1.02 g, 7.38 mmol) in EtOH (50 mL) was added hydroxylamine hydrochloride (1.4 g, 20.1 mmol) in water (saturated, approx. 2 mL) and the reaction mixture stirred overnight. The reaction was filtered, concentrated in vacuo, water was added and the product filtered to afford tert-butyl 4-{4-[(E)-(hydroxyimino)methyl]phenyl}piperazine-1-carboxylate. Reactants: CCc1cnn(CC)c1-c1csc(C(=O)NC(Cc2ccccc2C(F)(F)F)CN2C(=O)c3ccccc3C2=O)c1, CO. The product is CCc1cnn(CC)c1-c1csc(C(=O)NC(CN)Cc2ccccc2C(F)(F)F)c1. RXN SMILES: [CH2:1]([CH3:2])[n:3]1[n:4][cH:5][c:6]([CH2:40][CH3:41])[c:7]1-[c:8]1[cH:9][c:10]([C:13](=[O:14])[NH:15][CH:16]([CH2:17][N:18]2[C:19](=[O:20])[c:21]3[c:22]([cH:23][cH:24][cH:25][cH:26]3)[C:27]2=[O:28])[CH2:29][c:30]2[c:31]([C:36]([F:37])([F:38])[F:39])[cH:32][cH:33][cH:34][cH:35]2)[s:11][cH:12]1.[CH3:42][OH:43]>>[CH2:1]([CH3:2])[n:3]1[n:4][cH:5][c:6]([CH2:40][CH3:41])[c:7]1-[c:8]1[cH:9][c:10]([C:13](=[O:14])[NH:15][CH:16]([CH2:17][NH2:18])[CH2:29][c:30]2[c:31]([C:36]([F:37])([F:38])[F:39])[cH:32][cH:33][cH:34][cH:35]2)[s:11][cH:12]1. Starting materials: COC(C=O)OC, CO, COC(=O)CC(O)CN, Cl. Yields the product COC(=O)CC(O)CNCC(OC)OC. As a reaction SMILES: [CH3:11][O:12][CH:13]([CH:14]=[O:15])[O:16][CH3:17].[CH3:18][OH:19].[CH3:1][O:2][C:3]([CH2:4][CH:5]([CH2:6][NH2:7])[OH:8])=[O:9].[ClH:10]>>[CH3:1][O:2][C:3]([CH2:4][CH:5]([CH2:6][NH:7][CH2:14][CH:13]([O:12][CH3:11])[O:16][CH3:17])[OH:8])=[O:9]. Reactants: C(C)O (ethanol), ClC=1C=C(N)C=CC1OC1=NC=NC2=CC(=C(C=C12)OC)OC (3-Chloro-4-[(6,7-dimethoxy-4-quinazolinyl)oxy]aniline), ClC1=C(C=CC=C1)C(=O)N=C=S (2-chloro-1-benzenecarbonyl isothiocyanate). Solvent: C1(=CC=CC=C1)C (toluene). Reaction conditions: time 2 hour. Product: ClC1=C(C(=O)NC(=S)NC2=CC(=C(C=C2)OC2=NC=NC3=CC(=C(C=C23)OC)OC)Cl)C=CC=C1 (N-(2-Chlorobenzoyl)-N′-{3-chloro-4-[(6,7-dimethoxy-4-quinazolinyl)oxy]phenyl}thiourea). Isolated yield 90.0%. RXN SMILES: [Cl:1][C:2]1[CH:3]=[C:4]([CH:6]=[CH:7][C:8]=1[O:9][C:10]1[C:19]2[C:14](=[CH:15][C:16]([O:22][CH3:23])=[C:17]([O:20][CH3:21])[CH:18]=2)[N:13]=[CH:12][N:11]=1)[NH2:5].C(O)C.[Cl:27][C:28]1[CH:33]=[CH:32][CH:31]=[CH:30][C:29]=1[C:34]([N:36]=[C:37]=[S:38])=[O:35]>C1(C)C=CC=CC=1>[Cl:27][C:28]1[CH:33]=[CH:32][CH:31]=[CH:30][C:29]=1[C:34]([NH:36][C:37]([NH:5][C:4]1[CH:6]=[CH:7][C:8]([O:9][C:10]2[C:19]3[C:14](=[CH:15][C:16]([O:22][CH3:23])=[C:17]([O:20][CH3:21])[CH:18]=3)[N:13]=[CH:12][N:11]=2)=[C:2]([Cl:1])[CH:3]=1)=[S:38])=[O:35]. Reported procedure: 3-Chloro-4-[(6,7-dimethoxy-4-quinazolinyl)oxy]aniline (50 mg) was dissolved in toluene (5 ml) and ethanol (1 ml) to prepare a solution. Commercially available 2-chloro-1-benzenecarbonyl isothiocyanate (50 μl) was then added to the solution, and the mixture was stirred at room temperature for 2 hr. The reaction solution was concentrated, and the residue was purified by chromatography on silica gel using chloroform/acetone for development to give the title compound (79 mg, yield 90%). Reactants: CNc1c(OCCN(Cc2ccccc2)C(=O)OC(C)(C)C)cccc1[N+](=O)[O-], CCO, NN, O. The product is CNc1c(N)cccc1OCCN(Cc1ccccc1)C(=O)OC(C)(C)C. Reaction SMILES: [C:1]([CH3:2])([CH3:3])([CH3:4])[O:5][C:6]([N:7]([CH2:8][c:9]1[cH:10][cH:11][cH:12][cH:13][cH:14]1)[CH2:15][CH2:16][O:17][c:18]1[c:19]([NH:27][CH3:28])[c:20]([N+:24]([O-:25])=[O:26])[cH:21][cH:22][cH:23]1)=[O:29].[CH3:33][CH2:34][OH:35].[NH2:31][NH2:32].[OH2:30]>>[C:1]([CH3:2])([CH3:3])([CH3:4])[O:5][C:6]([N:7]([CH2:8][c:9]1[cH:10][cH:11][cH:12][cH:13][cH:14]1)[CH2:15][CH2:16][O:17][c:18]1[c:19]([NH:27][CH3:28])[c:20]([NH2:24])[cH:21][cH:22][cH:23]1)=[O:29].